Dataset: the Open Reaction Database (ORD), a public repository of structured organic reaction records. Task: describe an organic reaction: reactants, conditions, products, and yield Starting materials: ClC1=C(C(=CC=C1)OC)C1C(NC(O1)=O)=O (5-(2-Chloro-6-methoxyphenyl)oxazolidin-2,4-dione), C(C)(=O)OC(C)=O (Acetic anhydride). Solvent: O1CCCC1 (tetrahydrofuran). Conditions: time 44 hour. The product is C(C)(=O)N1C(OC(C1=O)C1=C(C=CC=C1OC)Cl)=O (3-acetyl-5-(2-chloro-6-methoxyphenyl)oxazolidin-2,4-dione). RXN SMILES: [Cl:1][C:2]1[CH:7]=[CH:6][CH:5]=[C:4]([O:8][CH3:9])[C:3]=1[CH:10]1[O:14][C:13](=[O:15])[NH:12][C:11]1=[O:16].[C:17](OC(=O)C)(=[O:19])[CH3:18]>O1CCCC1>[C:17]([N:12]1[C:11](=[O:16])[CH:10]([C:3]2[C:4]([O:8][CH3:9])=[CH:5][CH:6]=[CH:7][C:2]=2[Cl:1])[O:14][C:13]1=[O:15])(=[O:19])[CH3:18]. Reported procedure: 5-(2-Chloro-6-methoxyphenyl)oxazolidin-2,4-dione (1.21 g., 5 mmoles) was dissolved in 10 ml. of tetrahydrofuran. Acetic anhydride (613 mg., 0.57 ml. 6 mmoles) was added and the solution stirred at room temperature for 44 hours. The reaction mixture was concentrated to an oil, partitioned between chloroform and saturated sodium bicarbonate. The chloroform layer was washed with fresh bicarbonate and then brine, dried over anhydrous magnesium sulfate, filtered, and concentrated to solid. Repulp of ... The reactants are C(CCC)[Li] (n-butyl lithium), BrC=1C=CC2=C(C(CC3=C(O2)C=CC=C3)=O)C1 (8-bromodibenz[b,f]oxepin-10(11H)-one), BrC1=CC=NC=C1 (4-bromopyridine), [Li]C1=CC=NC=C1 (4-lithiopyridine). Run in CCOCC (ether), CCOCC (ether), CCCCCC (hexane). Conditions: time 20 minute. Product: BrC=1C=CC2=C(C(CC3=C(O2)C=CC=C3)(O)C3=CC=NC=C3)C1 (8-bromo-10,11-dihydro-10-(4-pyridinyl)dibenz[b,f]oxepin-10-ol). Isolated yield 26.2%. Reaction SMILES: Br[C:2]1[CH:7]=[CH:6][N:5]=[CH:4][CH:3]=1.C([Li])CCC.[Li]C1C=CN=CC=1.[Br:20][C:21]1[CH:22]=[CH:23][C:24]2[O:30][C:29]3[CH:31]=[CH:32][CH:33]=[CH:34][C:28]=3[CH2:27][C:26](=[O:35])[C:25]=2[CH:36]=1>CCOCC.CCCCCC>[Br:20][C:21]1[CH:22]=[CH:23][C:24]2[O:30][C:29]3[CH:31]=[CH:32][CH:33]=[CH:34][C:28]=3[CH2:27][C:26]([C:2]3[CH:7]=[CH:6][N:5]=[CH:4][CH:3]=3)([OH:35])[C:25]=2[CH:36]=1. Procedure: Under an argon atmosphere, a solution of 4-bromopyridine (16.6 g) in anhydrous ether (90 ml) previously cooled to -40°, was transferred slowly via a cannular to a stirred solution of n-butyl lithium in hexane (1.55M; 68 ml) cooled to -78°. The mixture was stirred at -78° for 20 minutes and the resulting 4-lithiopyridine was transferred to a chilled (-78°) stirred suspension of 8-bromodibenz[b,f]oxepin-10(11H)-one (15 g) in anhydrous ether (100 ml). The reaction was stirred at -78° for 30 minutes... Reactants: COC(=O)Cn1c(=O)ccc2ccc(C#N)cc21, C[Sn+](C)C, ClCCCl, ClCCl, [OH-]. Yields the product N#Cc1ccc2ccc(=O)n(CC(=O)O)c2c1. As a reaction SMILES: [C:6](#[N:7])[c:8]1[cH:9][cH:10][c:11]2[cH:12][cH:13][c:14](=[O:23])[n:15]([CH2:18][C:19](=[O:20])[O:21][CH3:22])[c:16]2[cH:17]1.[CH3:2][Sn+:3]([CH3:4])[CH3:5].[Cl:24][CH2:25][CH2:26][Cl:27].[Cl:28][CH2:29][Cl:30].[OH-:1]>>[C:6](#[N:7])[c:8]1[cH:9][cH:10][c:11]2[cH:12][cH:13][c:14](=[O:23])[n:15]([CH2:18][C:19](=[O:20])[OH:21])[c:16]2[cH:17]1. Starting materials: C1(=CC=CC=C1)N1C(=NC2=C1C=C(C=C2)O)C2=CC=CC=C2 (1,2-diphenyl-6-hydroxy-1H-benzimidazole), 3-(bromopropoxy)-tert-butyldimethylsilane. The solvent is CO (methanol). Run at temperature 20 celsius, time 2 hour. Product: C1(=CC=CC=C1)N1C(=NC2=C1C=C(C=C2)OCCCO)C2=CC=CC=C2 (3-[(1,2-Diphenyl-1H-benzimidazol-6-yl)oxy]propan-1-ol). Reaction SMILES: [C:1]1([N:7]2[C:11]3[CH:12]=[C:13]([OH:16])[CH:14]=[CH:15][C:10]=3[N:9]=[C:8]2[C:17]2[CH:22]=[CH:21][CH:20]=[CH:19][CH:18]=2)[CH:6]=[CH:5][CH:4]=[CH:3][CH:2]=1>CO>[C:1]1([N:7]2[C:11]3[CH:12]=[C:13]([O:16][CH2:11][CH2:12][CH2:13][OH:16])[CH:14]=[CH:15][C:10]=3[N:9]=[C:8]2[C:17]2[CH:18]=[CH:19][CH:20]=[CH:21][CH:22]=2)[CH:6]=[CH:5][CH:4]=[CH:3][CH:2]=1. Reported procedure: 0.5 g of 1,2-diphenyl-6-hydroxy-1H-benzimidazole was reacted according to general operating instructions 8 with 3-(bromopropoxy)-tert-butyldimethylsilane. After chromatography on silica gel, it was taken up in 2.5 ml of methanol, 0.4 ml of concentrated-hydrochloric acid was added, and it was allowed to stir for 2 hours at 20° C. It was poured onto saturated aqueous sodium bicarbonate solution, extracted three times with ethyl acetate, the combined extracts were washed with saturated aqueous sodi... The reactants are ice water, [N+](=O)(O)[O-] (nitric acid), C1(=CC=CC=C1)O (phenol), ClC=1C(=C(C=CC1)O)Cl (dichlorophenol), C1(=CC=CC=C1)O (phenol), ClC1=C(C=CC=C1Cl)O (2,3-dichlorophenol). Run in C(C)(=O)O (acetic acid), C(C)(=O)O (acetic acid). Yields the product [N+](=O)([O-])C1=C(C(=C(C=C1)O)Cl)Cl (4-nitro-2,3-dichlorophenol). The yield is 71.0%. As a reaction SMILES: [Cl:1][C:2]1[C:7]([Cl:8])=[CH:6][CH:5]=[CH:4][C:3]=1[OH:9].[N+:10]([O-])([OH:12])=[O:11].C1(O)C=CC=CC=1>C(O)(=O)C>[N+:10]([C:6]1[CH:5]=[CH:4][C:3]([OH:9])=[C:2]([Cl:1])[C:7]=1[Cl:8])([O-:12])=[O:11]. Reported procedure: A solution was prepared from 200 g of 2,3-dichlorophenol and 540 ml of glacial acetic acid. The solution was cooled, and a solution of 58 ml of 90% nitric acid in 160 ml of glacial acetic acid was added in dropwise fashion with stirring to the solution of the phenol. After half of the solution of the phenol had been added, the reaction mixture was allowed to warm to ambient temperature. It was stirred for 15 minutes at ambient temperature after all of the dichlorophenol had been added. The react... Reaction SMILES: [N:1]1([C:6]2[CH:7]=[C:8]([CH:11]=[CH:12][CH:13]=2)[CH:9]=O)[CH:5]=[CH:4][CH:3]=[N:2]1.N1(C2C=C[C:22]([CH:23]=[O:24])=CC=2)C=CC=N1>>[N:1]1([C:6]2[CH:7]=[C:8](/[CH:9]=[CH:22]/[CH:23]=[O:24])[CH:11]=[CH:12][CH:13]=2)[CH:5]=[CH:4][CH:3]=[N:2]1. Procedure details: The title compound was prepared by a procedure analogous to Reference Example 30 by substituting 3-(1H-pyrazol-1-yl)-benzaldehyde (prepared as described in Reference Example 3) for the 4-(1H-pyrazol-1-yl)-benzaldehyde of Reference Example 30. MS 199 (M+H)+. The product is N1(N=CC=C1)C=1C=C(C=CC1)/C=C/C=O ((2E)-3-[3-(1H-Pyrazol-1-yl)phenyl]-2-propenal). Starting materials: N1(N=CC=C1)C=1C=C(C=O)C=CC1 (3-(1H-Pyrazol-1-yl)benzaldehyde), N1(N=CC=C1)C1=CC=C(C=O)C=C1 (4-(1H-pyrazol-1-yl)-benzaldehyde). The reactants are CC(=O)CC(C)C, Cc1nc2sccn2c(=O)c1CCCl, Fc1ccc(C(=C2CCNCC2)c2ccc(F)cc2)cc1, [I-], [K+], [Na+], [Na+], O=C([O-])[O-]. Product: Cc1nc2sccn2c(=O)c1CCN1CCC(=C(c2ccc(F)cc2)c2ccc(F)cc2)CC1. RXN SMILES: [CH3:44][CH:45]([CH3:46])[CH2:47][C:48](=[O:49])[CH3:50].[Cl:1][CH2:2][CH2:3][c:4]1[c:5]([CH3:14])[n:6][c:7]2[n:8]([c:9]1=[O:10])[cH:11][cH:12][s:13]2.[F:15][c:16]1[cH:17][cH:18][c:19]([C:22](=[C:23]2[CH2:24][CH2:25][NH:26][CH2:27][CH2:28]2)[c:29]2[cH:30][cH:31][c:32]([F:35])[cH:33][cH:34]2)[cH:20][cH:21]1.[I-:43].[K+:42].[Na+:36].[Na+:37].[O-:38][C:39](=[O:40])[O-:41]>>[CH2:2]([CH2:3][c:4]1[c:5]([CH3:14])[n:6][c:7]2[n:8]([c:9]1=[O:10])[cH:11][cH:12][s:13]2)[N:26]1[CH2:25][CH2:24][C:23](=[C:22]([c:19]2[cH:18][cH:17][c:16]([F:15])[cH:21][cH:20]2)[c:29]2[cH:30][cH:31][c:32]([F:35])[cH:33][cH:34]2)[CH2:28][CH2:27]1. As a reaction SMILES: [C:12]([C:13]([CH3:14])([CH3:15])[CH3:16])(=[O:17])[Cl:18].[Na+:2].[OH-:1].[OH2:19].[c:3]1([CH:9]([CH3:10])[NH2:11])[cH:4][cH:5][cH:6][cH:7][cH:8]1>>[c:3]1([CH:9]([CH3:10])[NH:11][C:12]([C:13]([CH3:14])([CH3:15])[CH3:16])=[O:17])[cH:4][cH:5][cH:6][cH:7][cH:8]1. The reactants are CC(C)(C)C(=O)Cl, [Na+], [OH-], O, CC(N)c1ccccc1. Product: CC(NC(=O)C(C)(C)C)c1ccccc1. Reactants: O=C[C@@H](O)[C@@H](O)[C@@H](O)CO (L-ribose), OCC(=O)[C@@H](O)[C@@H](O)[C@H](O)C (6-deoxy D-tagatose). Yields the product O=C[C@H](O)[C@@H](O)[C@@H](O)[C@H](O)C (D-fucose). Reaction SMILES: O=C[C@H]([C@H]([C@H](CO)O)O)O.[OH:11][CH2:12][C:13]([C@H:15]([C@H:17]([C@@H:19]([CH3:21])[OH:20])[OH:18])[OH:16])=[O:14]>>[O:11]=[CH:12][C@@H:13]([C@H:15]([C@H:17]([C@@H:19]([CH3:21])[OH:20])[OH:18])[OH:16])[OH:14]. Procedure details: 6-Deoxy D-talose was produced by allowing L-ribose isomerase to react with 6-deoxy D-tagatose produced from D-fucose.